Task: describe an organic reaction: reactants, conditions, products, and yield. Dataset: the Open Reaction Database (ORD), a public repository of structured organic reaction records Starting materials: BrC1=CC=C(C(=O)NC2=CC=C3C=CC=NC3=C2)C=C1 (4-bromo-N-quinolin-7-ylbenzamide), CC1=C(C(=CC=C1)C)B(O)O (2,6-dimethyl-phenylboronic acid). Yields the product CC1=C(C(=CC=C1)C)C1=CC=C(C=C1)C(=O)NC1=CC=C2C=CC=NC2=C1 (2′,6′-Dimethyl-N-quinolin-7-yl-1,1′-biphenyl-4-carboxamide). RXN SMILES: Br[C:2]1[CH:20]=[CH:19][C:5]([C:6]([NH:8][C:9]2[CH:18]=[C:17]3[C:12]([CH:13]=[CH:14][CH:15]=[N:16]3)=[CH:11][CH:10]=2)=[O:7])=[CH:4][CH:3]=1.[CH3:21][C:22]1[CH:27]=[CH:26][CH:25]=[C:24]([CH3:28])[C:23]=1B(O)O>>[CH3:21][C:22]1[CH:27]=[CH:26][CH:25]=[C:24]([CH3:28])[C:23]=1[C:2]1[CH:20]=[CH:19][C:5]([C:6]([NH:8][C:9]2[CH:18]=[C:17]3[C:12]([CH:13]=[CH:14][CH:15]=[N:16]3)=[CH:11][CH:10]=2)=[O:7])=[CH:4][CH:3]=1. Procedure: Using the procedure outlined in Example 58, the title compound was prepared from 4-bromo-N-quinolin-7-ylbenzamide (Example 82) (50 mg, 0.153 mmol) and 2,6-dimethyl-phenylboronic acid (25 mg, 0.17 mmol) as a white solid. 1H NMR (400 MHz, CDCl3) δ (ppm): 8.92 (dd, 1H), 8.20 (d, 1H), 8.14 (m, 3H), 8.02, (d, 2H), 7.87 (d, 1H), 7.37 (dd, 1H), 7.34 (d, 2H), 7.21 (t, 1H), 7.14 (d, 2H), 2.05 (s, 6H). The reactants are C(C)OC(=O)C1=C(N=C2N1C=CC(=C2)C)C (2,7-dimethylimidazo[1,2-a]pyridine-3-carboxylic acid ethyl ester), [Cl-].[NH4+] (ammonium chloride), [Li]CCCC (n-BuLi), NC1=NC=CC(=C1)C (2-amino-4-methylpyridine). Run in O1CCCC1 (THF), O1CCCC1 (tetrahydrofuran). Product: CC1=CC(=NC=C1)NC(=O)C1=C(N=C2N1C=CC(=C2)C)C (2,7-dimethyl-imidazo[1,2-a]pyridine-3-carboxylic acid (4-methyl-pyridin-2-yl)-amide). Yield: 68.0%. As a reaction SMILES: [Li]CCCC.[NH2:6][C:7]1[CH:12]=[C:11]([CH3:13])[CH:10]=[CH:9][N:8]=1.C([O:16][C:17]([C:19]1[N:23]2[CH:24]=[CH:25][C:26]([CH3:28])=[CH:27][C:22]2=[N:21][C:20]=1[CH3:29])=O)C.[Cl-].[NH4+]>O1CCCC1>[CH3:13][C:11]1[CH:10]=[CH:9][N:8]=[C:7]([NH:6][C:17]([C:19]2[N:23]3[CH:24]=[CH:25][C:26]([CH3:28])=[CH:27][C:22]3=[N:21][C:20]=2[CH3:29])=[O:16])[CH:12]=1 |f:3.4|. Procedure details: 37 ml n-BuLi (1.6 M in hexane) were added dropwise to a solution of 3.2 g 2-amino-4-methylpyridine in 57 ml tetrahydrofuran (THF) at 0° C., while stirring. After warming to room temperature, the mixture was stirred for one hour. The reaction solution was cooled to −78° C., 5.8 g 2,7-dimethylimidazo[1,2-a]pyridine-3-carboxylic acid ethyl ester, dissolved in 10 ml THF, were slowly added dropwise, and the mixture was stirred for one hour. After addition of 60 ml ammonium chloride at room temperatur...